Dataset: the Open Reaction Database (ORD), a public repository of structured organic reaction records. Task: describe an organic reaction: reactants, conditions, products, and yield The reactants are FC(C(=O)O)(F)F.ClC1=C(C=CC(=C1)Cl)C1=CC=2N(C(=N1)NC(CN)C)C=CN2 (N2-[7-(2,4-Dichlorophenyl)imidazo[1,2-c]pyrimidin-5-yl]propane-1,2-diamine trifluoracetate), ClC1=NC=C(C=C1)C#N (2-chloro-5-cyanopyridine), C(C)(C)N(C(C)C)CC (N,N-diisopropylethylamine), CS(=O)C (DMSO). The solvent is O (water). Run at temperature 150 celsius. Product: ClC1=C(C=CC(=C1)Cl)C1=CC=2N(C(=N1)NC(CNC1=NC=C(C#N)C=C1)C)C=CN2 (6-[(2-{[7-(2,4-Dichlorophenyl)imidazo[1,2-c]pyrimidin-5-yl]amino}propyl)amino]-nicotinonitrile). RXN SMILES: FC(F)(F)C(O)=O.[Cl:8][C:9]1[CH:14]=[C:13]([Cl:15])[CH:12]=[CH:11][C:10]=1[C:16]1[N:21]=[C:20]([NH:22][CH:23]([CH3:26])[CH2:24][NH2:25])[N:19]2[CH:27]=[CH:28][N:29]=[C:18]2[CH:17]=1.Cl[C:31]1[CH:36]=[CH:35][C:34]([C:37]#[N:38])=[CH:33][N:32]=1.C(N(CC)C(C)C)(C)C.CS(C)=O>O>[Cl:8][C:9]1[CH:14]=[C:13]([Cl:15])[CH:12]=[CH:11][C:10]=1[C:16]1[N:21]=[C:20]([NH:22][CH:23]([CH3:26])[CH2:24][NH:25][C:31]2[CH:36]=[CH:35][C:34]([C:37]#[N:38])=[CH:33][N:32]=2)[N:19]2[CH:27]=[CH:28][N:29]=[C:18]2[CH:17]=1 |f:0.1|. Reported procedure: The amine (Example 37A) (300 mg, 0.46 mmol), 2-chloro-5-cyanopyridine (129 mg, 0.93 mmol) and N,N-diisopropylethylamine (600 mg, 4.6 mmol) are introduced into DMSO (6 ml), and heated at 150° C. in a microwave oven for 30 min. The reaction mixture is poured into water and extracted with ethyl acetate (3×25 ml). The combined organic phases are washed with saturated aqueous sodium chloride solution, dried over magnesium sulphate and concentrated. The residue is taken up in acetonitrile, and the pro... The reactants are COC(=O)[C@H]1NC[C@@H](C1)C#N ((2S,4R)-4-cyano-pyrrolidine-2-carboxylic acid methyl ester), N (ammonia). Run in CO (methanol). Run at time 1 hour. The product is C(#N)[C@@H]1C[C@H](NC1)C(=O)N ((2S,4R)-4-Cyano-pyrrolidine-2-carboxylic acid amide). Reaction SMILES: C[O:2][C:3]([C@@H:5]1[CH2:9][C@@H:8]([C:10]#[N:11])[CH2:7][NH:6]1)=O.[NH3:12]>CO>[C:10]([C@H:8]1[CH2:7][NH:6][C@H:5]([C:3]([NH2:12])=[O:2])[CH2:9]1)#[N:11]. Reported procedure: A mixture of (2S,4R)-4-cyano-pyrrolidine-2-carboxylic acid methyl ester (22 mg) and 7M ammonia in methanol (0.24 ml) is stirred at room temperature for 1 hour. The reaction mixture is then evaporated to give the title compound which is used without further purification. MS (Method D) M+H 140. The reactants are O=C([O-])O, S=C(Cl)Cl, Cc1cc(C2CC2)cc(Cl)c1N, ClCCl, [Na+]. Yields the product Cc1cc(C2CC2)cc(Cl)c1N=C=S. RXN SMILES: [C:13](=[O:14])([OH:15])[O-:16].[Cl:18][C:19]([Cl:20])=[S:21].[Cl:1][c:2]1[c:3]([NH2:12])[c:4]([CH3:11])[cH:5][c:6]([CH:8]2[CH2:9][CH2:10]2)[cH:7]1.[Cl:22][CH2:23][Cl:24].[Na+:17]>>[Cl:1][c:2]1[c:3]([N:12]=[C:19]=[S:21])[c:4]([CH3:11])[cH:5][c:6]([CH:8]2[CH2:9][CH2:10]2)[cH:7]1. The reactants are CC(C)(C)O, Oc1ccc(Cl)cc1, O, O=S(=O)(O)O. Yields the product CC(C)(C)c1cc(Cl)ccc1O. Reaction SMILES: [CH3:9][C:10]([CH3:11])([CH3:12])[OH:13].[Cl:1][c:2]1[cH:3][cH:4][c:5]([OH:8])[cH:6][cH:7]1.[OH2:19].[S:14](=[O:15])(=[O:16])([OH:17])[OH:18]>>[Cl:1][c:2]1[cH:3][cH:4][c:5]([OH:8])[c:6]([C:10]([CH3:9])([CH3:11])[CH3:12])[cH:7]1. Reactants: CO, O=C(C1CC=CCC1)N1CCNCC1, COc1cc2nc(Cl)nc(N)c2cc1OC. Product: COc1cc2nc(N3CCN(C(=O)C4CC=CCC4)CC3)nc(N)c2cc1OC. As a reaction SMILES: [CH3:31][OH:32].[CH:1]1([C:7](=[O:8])[N:9]2[CH2:10][CH2:11][NH:12][CH2:13][CH2:14]2)[CH2:2][CH:3]=[CH:4][CH2:5][CH2:6]1.[Cl:15][c:16]1[n:17][c:18]2[cH:19][c:20]([O:29][CH3:30])[c:21]([O:27][CH3:28])[cH:22][c:23]2[c:24]([NH2:26])[n:25]1>>[CH:1]1([C:7](=[O:8])[N:9]2[CH2:10][CH2:11][N:12]([c:16]3[n:17][c:18]4[cH:19][c:20]([O:29][CH3:30])[c:21]([O:27][CH3:28])[cH:22][c:23]4[c:24]([NH2:26])[n:25]3)[CH2:13][CH2:14]2)[CH2:2][CH:3]=[CH:4][CH2:5][CH2:6]1. Reactants: BrC=1C(=CC2=C(C=3N(C4CC2C4)C(=C(N3)C(=O)N)C(C3=CC=NN3C3OCCCC3)O)C1)F (10-bromo-9-fluoro-3-(hydroxy(1-(tetrahydro-2H-pyran-2-yl)-1H-pyrazol-5-yl)methyl)-6,7-dihydro-5H-5,7-methanobenzo[c]imidazo[1,2-a]azepine-2-carboxamide), CC(C#C)(C)O (3-methyl-1-butyne-3-ol), C(C)(C)NC(C)C (diisopropylamine). Solvent: CN(C)C=O (DMF). Yields the product FC1=CC2=C(C=3N(C4CC2C4)C(=C(N3)C(=O)N)C(C3=CC=NN3C3OCCCC3)O)C=C1C#CC(C)(C)O ((±)-9-fluoro-3-(hydroxy(1-(tetrahydro-2H-pyran-2-yl)-1H-pyrazol-5-yl)methyl)-10-(3-hydroxy-3-m ethylbut-1-yn-1-yl)-6,7-dihydro-5H-5,7-methanobenzo[c]imidazo[1,2-a]azepine-2-carboxamide). As a reaction SMILES: Br[C:2]1[C:3]([F:33])=[CH:4][C:5]2[CH:11]3[CH2:12][CH:9]([CH2:10]3)[N:8]3[C:13]([CH:19]([OH:31])[C:20]4[N:24]([CH:25]5[CH2:30][CH2:29][CH2:28][CH2:27][O:26]5)[N:23]=[CH:22][CH:21]=4)=[C:14]([C:16]([NH2:18])=[O:17])[N:15]=[C:7]3[C:6]=2[CH:32]=1.[CH3:34][C:35]([OH:39])([CH3:38])[C:36]#[CH:37].C(NC(C)C)(C)C>CN(C=O)C>[F:33][C:3]1[C:2]([C:37]#[C:36][C:35]([OH:39])([CH3:38])[CH3:34])=[CH:32][C:6]2[C:7]3[N:8]([C:13]([CH:19]([OH:31])[C:20]4[N:24]([CH:25]5[CH2:30][CH2:29][CH2:28][CH2:27][O:26]5)[N:23]=[CH:22][CH:21]=4)=[C:14]([C:16]([NH2:18])=[O:17])[N:15]=3)[CH:9]3[CH2:12][CH:11]([C:5]=2[CH:4]=1)[CH2:10]3. Reported procedure: 9-Fluoro-3-(hydroxy(1-(tetrahydro-2H-pyran-2-yl)-1H-pyrazol-5-yl)methyl)-10-(3-hydroxy-3-methylbut-1-yn-1-yl)-6,7-dihydro-5H-5,7-methanobenzo[c]imidazo[1,2-a]azepine-2-carboxamide was prepared similarly according to General Procedure E with slight modification. 10-bromo-9-fluoro-3-(hydroxy(1-(tetrahydro-2H-pyran-2-yl)-1H-pyrazol-5-yl)methyl)-6,7-dihydro-5H-5,7-methanobenzo[c]imidazo[1,2-a]azepine-2-carboxamide was reacted with 3-methyl-1-butyne-3-ol in a solution of DMF (1.3 mL/mmol) and diisopr... The reactants are C(C)(C)(C)OC(NCC1=CC(=CC=C1)OC1=C(C=CC(=C1)Cl)N)=O (tert-butyl[3-(2-amino-5-chlorophenoxy)benzyl]carbamate), ClC=1C=C(CCl)C=CC1Cl (3,4-dichlorobenzyl chloride), C([O-])([O-])=O.[K+].[K+] (potassium carbonate), CN(C=O)C (N,N-dimethylformamide). The solvent is O (water). Reaction conditions: time 12 hour. The product is C(C)(C)(C)OC(NCC1=CC(=CC=C1)OC1=C(C=CC(=C1)Cl)NCC1=CC(=C(C=C1)Cl)Cl)=O (tert-butyl[3-[5-chloro-2-(3,4-dichlorobenzylamino)phenoxy]benzyl]carbamate). The yield is 59.7%. RXN SMILES: [C:1]([O:5][C:6](=[O:24])[NH:7][CH2:8][C:9]1[CH:14]=[CH:13][CH:12]=[C:11]([O:15][C:16]2[CH:21]=[C:20]([Cl:22])[CH:19]=[CH:18][C:17]=2[NH2:23])[CH:10]=1)([CH3:4])([CH3:3])[CH3:2].[Cl:25][C:26]1[CH:27]=[C:28]([CH:31]=[CH:32][C:33]=1[Cl:34])[CH2:29]Cl.C(=O)([O-])[O-].[K+].[K+].CN(C)C=O>O>[C:1]([O:5][C:6](=[O:24])[NH:7][CH2:8][C:9]1[CH:14]=[CH:13][CH:12]=[C:11]([O:15][C:16]2[CH:21]=[C:20]([Cl:22])[CH:19]=[CH:18][C:17]=2[NH:23][CH2:29][C:28]2[CH:31]=[CH:32][C:33]([Cl:34])=[C:26]([Cl:25])[CH:27]=2)[CH:10]=1)([CH3:4])([CH3:2])[CH3:3] |f:2.3.4|. Procedure details: A mixture of tert-butyl[3-(2-amino-5-chlorophenoxy)benzyl]carbamate (3.49 g, 10 mmols), 3,4-dichlorobenzyl chloride (2.1 ml, 15 mmols), potassium carbonate (1.38 g. 10 mmols) and N,N-dimethylformamide (30 ml) was stirred at room temperature for 12 hours. The reaction mixture was poured into water, and extracted with ethyl acetate. The extract was washed with brine, then dried with anhydrous magnesium sulfate, and concentrated under reduced pressure. The residue was purified through silica gel co...